Dataset: the Open Reaction Database (ORD), a public repository of structured organic reaction records. Task: describe an organic reaction: reactants, conditions, products, and yield Reactants: S(=O)(=O)(OC)OC (Dimethyl sulphate), OC1=C(C=NC2=CC(=CC=C12)C(F)(F)F)CO (4-hydroxy-3-hydroxymethyl-7-trifluoromethylquinoline), [OH-].[K+] (potassium hydroxide). The solvent is O (water), O1CCCC1 (tetrahydrofuran). Reaction conditions: time 3 hour. The product is OCC1=CN(C2=CC(=CC=C2C1=O)C(F)(F)F)C (3-hydroxymethyl-1-methyl-7-trifluoromethyl-4-quinolone). RXN SMILES: S(OC)(O[CH3:5])(=O)=O.[OH:8][C:9]1[C:18]2[C:13](=[CH:14][C:15]([C:19]([F:22])([F:21])[F:20])=[CH:16][CH:17]=2)[N:12]=[CH:11][C:10]=1[CH2:23][OH:24].[OH-].[K+]>O.O1CCCC1>[OH:24][CH2:23][C:10]1[C:9](=[O:8])[C:18]2[C:13](=[CH:14][C:15]([C:19]([F:22])([F:20])[F:21])=[CH:16][CH:17]=2)[N:12]([CH3:5])[CH:11]=1 |f:2.3|. Procedure: Dimethyl sulphate (24.4 g.) was added over 5 minutes to a stirring solution of 4-hydroxy-3-hydroxymethyl-7-trifluoromethylquinoline (23.6 g.) and potassium hydroxide (16.3 g.) in a mixture of water (50 ml.) and tetrahydrofuran (50 ml.) at room temperature. After stirring for a further 3 hours at this temperature the solid product was collected. The filtrate was extracted with dichloromethane (3×200 ml.). The combined extracts were dried over anhydrous magnesium sulphate and evaporated to give a ... Starting materials: CN1CC2CCC(C1)N2, CCSC1=NC(=O)C(=Cc2ccc3c(cnn3Cc3ccc(Cl)cc3C(F)(F)F)c2)S1. Yields the product CN1CC2CCC(C1)N2C1=NC(=O)C(=Cc2ccc3c(cnn3Cc3ccc(Cl)cc3C(F)(F)F)c2)S1. Reaction SMILES: [CH3:32][N:33]1[CH2:34][CH:35]2[CH2:36][CH2:37][CH:38]([CH2:39]1)[NH:40]2.[Cl:1][c:2]1[cH:3][c:4]([C:28]([F:29])([F:30])[F:31])[c:5]([CH2:6][n:7]2[n:8][cH:9][c:10]3[cH:11][c:12]([CH:16]=[C:17]4[C:18](=[O:25])[N:19]=[C:20]([S:22][CH2:23][CH3:24])[S:21]4)[cH:13][cH:14][c:15]23)[cH:26][cH:27]1>>[Cl:1][c:2]1[cH:3][c:4]([C:28]([F:29])([F:30])[F:31])[c:5]([CH2:6][n:7]2[n:8][cH:9][c:10]3[cH:11][c:12]([CH:16]=[C:17]4[C:18](=[O:25])[N:19]=[C:20]([N:40]5[CH:35]6[CH2:34][N:33]([CH3:32])[CH2:39][CH:38]5[CH2:37][CH2:36]6)[S:21]4)[cH:13][cH:14][c:15]23)[cH:26][cH:27]1. Starting materials: [OH-].[Na+] (sodium hydroxide), Cl.C(C)OC(=O)CC1(CCCCC1)C(=O)C1=CC2=C(N(C(=N2)CC2=CC=C(C(=N)N)C=C2)C)C=C1 (4-[(5-(1-ethoxycarbonylmethyl-cyclohexan-1-yl-carbonyl)-1-methyl-1H-benzimidazol-2-yl)-methyl]-benzamidine-hydrochloride). Solvent: O (water), C(C)O (ethanol). Yields the product C(=O)(O)CC1(CCCCC1)C(=O)C1=CC2=C(N(C(=N2)CC2=CC=C(C(=N)N)C=C2)C)C=C1 (4-[(5-(1-carboxymethyl-cyclohexan-1-yl-carbonyl)-1-methyl-1H-benzimidazol-2-yl)-methyl]-benzamidine). Reaction SMILES: [OH-].[Na+].Cl.C([O:6][C:7]([CH2:9][C:10]1([C:16]([C:18]2[CH:37]=[CH:36][C:21]3[N:22]([CH3:35])[C:23]([CH2:25][C:26]4[CH:34]=[CH:33][C:29]([C:30]([NH2:32])=[NH:31])=[CH:28][CH:27]=4)=[N:24][C:20]=3[CH:19]=2)=[O:17])[CH2:15][CH2:14][CH2:13][CH2:12][CH2:11]1)=[O:8])C>O.C(O)C>[C:7]([CH2:9][C:10]1([C:16]([C:18]2[CH:37]=[CH:36][C:21]3[N:22]([CH3:35])[C:23]([CH2:25][C:26]4[CH:27]=[CH:28][C:29]([C:30]([NH2:32])=[NH:31])=[CH:33][CH:34]=4)=[N:24][C:20]=3[CH:19]=2)=[O:17])[CH2:11][CH2:12][CH2:13][CH2:14][CH2:15]1)([OH:8])=[O:6] |f:0.1,2.3|. Procedure details: To a solution of 160 mg (4 mmol) of sodium hydroxide in 5 ml water and 20 ml ethanol are added 400 mg (0.8 mmol) of 4-[(5-(1-ethoxycarbonylmethyl-cyclohexan-1-yl-carbonyl)-1-methyl-1H-benzimidazol-2-yl)-methyl]-benzamidine-hydrochloride. After two hours at ambient temperature the solution is evaporated down, the residue is dissolved in water and acidified with glacial acetic acid. The precipitate is suction filtered and dried. Reactants: [N+](=O)([O-])C1=C(C(=O)O)C=CC=C1 (2-nitrobenzoic acid), [N+](=O)([O-])C=1C=C(C(=O)O)C=CC1 (3-nitrobenzoic acid), [N+](=O)([O-])C1=CC=CC=C1 (nitrobenzene), [OH-].[Na+] (sodium hydroxide), N(NC1=CC=CC=C1)C1=CC=CC=C1 (hydrazobenzene), S(O)(O)(=O)=O (sulfuric acid). Reagents/catalysts: [Zn] (zinc). Product: NC1=CC=C(C=C1)C1=CC=C(C=C1)N (4,4′-diaminobiphenyl). RXN SMILES: [N+:1]([C:4]1[CH:12]=[CH:11][CH:10]=[CH:9][C:5]=1C(O)=O)([O-])=O.[N+](C1C=C(C=CC=1)C(O)=O)([O-])=O.[N+:25]([C:28]1[CH:33]=[CH:32][CH:31]=[CH:30][CH:29]=1)([O-])=O.[OH-].[Na+].N(C1C=CC=CC=1)NC1C=CC=CC=1.S(=O)(=O)(O)O>[Zn]>[NH2:25][C:28]1[CH:33]=[CH:32][C:31]([C:10]2[CH:11]=[CH:12][C:4]([NH2:1])=[CH:5][CH:9]=2)=[CH:30][CH:29]=1 |f:3.4|. Procedure: A 2-nitrobenzoic acid derivative (e.g. sodium 2-nitrobenzoate) or a 3-nitrobenzoic acid derivative (e.g. sodium 3-nitrobenzoate) and nitrobenzene are treated with zinc dust in the presence of an alkali (e.g. sodium hydroxide) and the resulting hydrazobenzene derivative is treated with sulfuric acid, to give the corresponding 4,4′-diaminobiphenyl derivative. This is diazotized using sodium nitrite under acidic conditions in the presence of hydrochloric acid, followed by reaction with sodium azide... The reactants are C(#N)C1=C(C=C(C=C1)C)NC(C1=C(C=CC=C1C)OC)=O (N-(2-Cyano-5-methyl-phenyl)-2-methoxy-6-methyl-benzamide), OO (H2O2), [OH-].[Na+] (NaOH), OO (H2O2). Solvent: CCO (EtOH). Yields the product COC1=C(C(=CC=C1)C)C1=NC2=CC(=CC=C2C(N1)=O)C (2-(2-methoxy-6-methyl-phenyl)-7-methyl-3H-quinazolin-4-one). Isolated yield 6.4%. RXN SMILES: [C:1]([C:3]1[CH:8]=[CH:7][C:6]([CH3:9])=[CH:5][C:4]=1[NH:10][C:11](=O)[C:12]1[C:17]([CH3:18])=[CH:16][CH:15]=[CH:14][C:13]=1[O:19][CH3:20])#[N:2].[OH-:22].[Na+].OO>CCO>[CH3:20][O:19][C:13]1[CH:14]=[CH:15][CH:16]=[C:17]([CH3:18])[C:12]=1[C:11]1[NH:2][C:1](=[O:22])[C:3]2[C:4](=[CH:5][C:6]([CH3:9])=[CH:7][CH:8]=2)[N:10]=1 |f:1.2|. Procedure details: N-(2-Cyano-5-methyl-phenyl)-2-methoxy-6-methyl-benzamide (25 g, 0.09 mol) was suspended in 500 mL EtOH, and 121.3 g of 33% aq. NaOH (1 mol, 11 equiv) was added. To this was added a 35% H2O2 solution (50 mL, 0.58 mol), and the reaction was heated to reflux. Additional H2O2 was added dropwise until the reaction mixture became clear. EtOH was removed under reduced pressure, and the precipitate formed was removed by filtration. The solution was acidified with acetic acid to pH 5, and the precipitate...